This data is from the Open Reaction Database (ORD), a public repository of structured organic reaction records. The task is: describe an organic reaction: reactants, conditions, products, and yield The reactants are N,N′-carbonyldiimidazole, C(C1=CC=CC=C1)C1=NC2=C(N1CC1=C(C=CC=C1)Cl)C=CC(=C2)C(=O)O (2-benzyl-5-carboxy-1-(2-chlorobenzyl) benzimidazole), C1(=CC=CC=C1)S(=O)(=O)N (benzenesulfonamide), C1(=NNCCCCCCCC1)C1=CCCCCCCCCC1 (diazabicycloundecene). Solvent: CN(C=O)C (N,N-dimethylformamide), CN(C=O)C (N,N-dimethylformamide). Run at time 1 hour. Yields the product C1(=CC=CC=C1)S(=O)(=O)NC(=O)C1=CC2=C(N(C(=N2)CC2=CC=CC=C2)CC2=C(C=CC=C2)Cl)C=C1 (5-benzenesulfonylcarbamoyl-2-benzyl-1-(2-chlorobenzyl)benzimidazole). Isolated yield 70.1%. Reaction SMILES: [CH2:1]([C:8]1[N:12]([CH2:13][C:14]2[CH:19]=[CH:18][CH:17]=[CH:16][C:15]=2[Cl:20])[C:11]2[CH:21]=[CH:22][C:23]([C:25](O)=[O:26])=[CH:24][C:10]=2[N:9]=1)[C:2]1[CH:7]=[CH:6][CH:5]=[CH:4][CH:3]=1.[C:28]1([S:34]([NH2:37])(=[O:36])=[O:35])[CH:33]=[CH:32][CH:31]=[CH:30][CH:29]=1.C1(C2CCCCCCCCCC=2)CCCCCCCCNN=1>CN(C)C=O>[C:28]1([S:34]([NH:37][C:25]([C:23]2[CH:22]=[CH:21][C:11]3[N:12]([CH2:13][C:14]4[CH:19]=[CH:18][CH:17]=[CH:16][C:15]=4[Cl:20])[C:8]([CH2:1][C:2]4[CH:7]=[CH:6][CH:5]=[CH:4][CH:3]=4)=[N:9][C:10]=3[CH:24]=2)=[O:26])(=[O:36])=[O:35])[CH:33]=[CH:32][CH:31]=[CH:30][CH:29]=1. Reported procedure: N,N′-carbonyldiimidazole (0.401 g) is added all at once to an N,N-dimethylformamide (20 ml) solution of 2-benzyl-5-carboxy-1-(2-chlorobenzyl) benzimidazole (0.466 g), and the solution is stirred for one hour at room temperature. Subsequently, a N,N-dimethylformamide (5 ml) solution of benzenesulfonamide (0.389 g) and diazabicycloundecene (0.377 g) is added, and the solution is stirred for 48 hours at 100° C. The reaction solution is cooled, and the solvent is removed through evaporation under re...